This data is from the Open Reaction Database (ORD), a public repository of structured organic reaction records. The task is: describe an organic reaction: reactants, conditions, products, and yield Starting materials: S1(=O)(=O)CC=CC1 (3-sulfolene), S1C(=CC=C1)C=O (thiophene-2-aldehyde), [OH-].[Na+] (NaOH). Run in C(C)O (ethanol). Conditions: time 3 day. The product is S1C(=CC=C1)C=C1S(C(C=C1)=CC=1SC=CC1)(=O)=O (2,5-Bis-(2-thienylmethylidene)-2,5-dihydrothiophene-1,1-dioxide). As a reaction SMILES: [S:1]1([CH2:7][CH:6]=[CH:5][CH2:4]1)(=[O:3])=[O:2].[S:8]1[CH:12]=[CH:11][CH:10]=[C:9]1[CH:13]=O.[OH-].[Na+]>C(O)C>[S:8]1[CH:12]=[CH:11][CH:10]=[C:9]1[CH:13]=[C:4]1[CH:5]=[CH:6][C:7](=[CH:13][C:9]2[S:8][CH:12]=[CH:11][CH:10]=2)[S:1]1(=[O:3])=[O:2] |f:2.3|. Procedure details: About 80 mmol (9.4 g) of 3-sulfolene (MW=118) and 170 mmol (19.04 g) (15.9 ml) of thiophene-2-aldehyde (MW=112, d=1.2 g/cm3) were added to an alkaline solution of 1 g of NaOH in 200 ml of ethanol. The mixture was stirred at room temperature for 3 days. A yellow precipitate formed which was filtered off with suction and washed thoroughly with ethanol and water. The reactants are [Na+], [Na+], C1CCOC1, O=C(OO)c1cccc(Cl)c1, O=S([O-])([O-])=S, Cc1ccc(-c2cccc(C=CC(=O)Nc3ccc(Cc4ccccn4)cc3)c2)cc1. Yields the product Cc1ccc(-c2cccc(C=CC(=O)Nc3ccc(Cc4cccc[n+]4[O-])cc3)c2)cc1. RXN SMILES: [Na+:48].[Na+:49].[O:50]1[CH2:51][CH2:52][CH2:53][CH2:54]1.[OH:32][O:33][C:34]([c:35]1[cH:36][c:37]([Cl:38])[cH:39][cH:40][cH:41]1)=[O:42].[S:43]([O-:44])([O-:45])(=[O:46])=[S:47].[n:1]1[c:2]([CH2:7][c:8]2[cH:9][cH:10][c:11]([NH:14][C:15]([CH:16]=[CH:17][c:18]3[cH:19][c:20](-[c:24]4[cH:25][cH:26][c:27]([CH3:30])[cH:28][cH:29]4)[cH:21][cH:22][cH:23]3)=[O:31])[cH:12][cH:13]2)[cH:3][cH:4][cH:5][cH:6]1>>[n+:1]1([O-:32])[c:2]([CH2:7][c:8]2[cH:9][cH:10][c:11]([NH:14][C:15]([CH:16]=[CH:17][c:18]3[cH:19][c:20](-[c:24]4[cH:25][cH:26][c:27]([CH3:30])[cH:28][cH:29]4)[cH:21][cH:22][cH:23]3)=[O:31])[cH:12][cH:13]2)[cH:3][cH:4][cH:5][cH:6]1.